Dataset: the Open Reaction Database (ORD), a public repository of structured organic reaction records. Task: describe an organic reaction: reactants, conditions, products, and yield Reactants: FC1(CCN(CC1)C(CN)C1=CC=C(C=C1)C(F)(F)F)F (2-(4,4-difluoropiperidin-1-yl)-2-(4-(trifluoromethyl)phenyl)-ethanamine), COC1=CC=C(C=N1)C=O (6-methoxy-pyridine-3-carboxaldehyde), N1CCOCC1 (morpholine). Product: COC1=CC=C(C=N1)C(CN)N1CCOCC1 (2-(6-methoxypyridin-3-yl)-2-morpholinoethanamine). As a reaction SMILES: FC1(F)CC[N:5](C(C2C=CC(C(F)(F)F)=CC=2)CN)[CH2:4]C1.[CH3:22][O:23][C:24]1[N:29]=[CH:28][C:27]([CH:30]=O)=[CH:26][CH:25]=1.[NH:32]1[CH2:37][CH2:36][O:35][CH2:34][CH2:33]1>>[CH3:22][O:23][C:24]1[N:29]=[CH:28][C:27]([CH:30]([N:32]2[CH2:37][CH2:36][O:35][CH2:34][CH2:33]2)[CH2:4][NH2:5])=[CH:26][CH:25]=1. Procedure: This compound was prepared using a method analogous to that of 2-(4,4-difluoropiperidin-1-yl)-2-(4-(trifluoromethyl)phenyl)-ethanamine (A.2.18), 6-methoxy-pyridine-3-carboxaldehyde replacing 4-(trifluoromethyl)benzaldehyde and morpholine replacing 4,4-difluoropiperidine HCl.